This data is from the Open Reaction Database (ORD), a public repository of structured organic reaction records. The task is: describe an organic reaction: reactants, conditions, products, and yield Starting materials: O=C([O-])[O-], COC(=O)OC, CN(C)C=O, [K+], [K+], c1ccc2[nH]ccc2c1. Yields the product Cn1ccc2ccccc21. RXN SMILES: [C:10](=[O:11])([O-:12])[O-:13].[CH3:16][O:17][C:18]([O:19][CH3:20])=[O:21].[CH3:22][N:23]([CH3:24])[CH:25]=[O:26].[K+:14].[K+:15].[nH:1]1[cH:2][cH:3][c:4]2[cH:5][cH:6][cH:7][cH:8][c:9]12>>[n:1]1([CH3:10])[cH:2][cH:3][c:4]2[cH:5][cH:6][cH:7][cH:8][c:9]12. Reactants: N1(CCCCC1)C(=O)OC=1C=NC=CC1N=CN(C)C (4-[[(dimethylamino)methylene]amino]-3-pyridinol 1-piperdine carboxylate), FC(C(=O)O)(F)F (trifluoroacetic acid). Solvent: O (water). Yields the product N1(CCCCC1)NC(=O)OC=1C=NC=CC1N (4-Amino-3-pyridinol 1-piperidinecarbamate). As a reaction SMILES: [N:1]1([C:7]([O:9][C:10]2[CH:11]=[N:12][CH:13]=[CH:14][C:15]=2[N:16]=CN(C)C)=[O:8])CCCCC1.F[C:22](F)(F)[C:23](O)=O>O>[N:12]1([NH:1][C:7]([O:9][C:10]2[CH:11]=[N:12][CH:13]=[CH:14][C:15]=2[NH2:16])=[O:8])[CH2:23][CH2:22][CH2:15][CH2:10][CH2:11]1. Procedure details: A mixture prepared from 4-[[(dimethylamino)methylene]amino]-3-pyridinol 1-piperdine carboxylate (3.4 g), trifluoroacetic acid (11 mL) and water (6 mL) was refluxed for a half hour. The reaction mixture was concentrated, dissolved in saturated NaHCO3 (50 mL) and extracted three times with ethyl acetate (450 mL). The extract was dried (MgSO4), concentrated, and triturated with diethyl ether/pentane (1:2) to yield 2.27 g of solid. This was recrystallized from ethyl acetate and dried under high vacu... Reactants: aq. solution, [Li+].[OH-] (LiOH), Cl\C(\C)=C\1/[C@@H]2C([C@@H]2CC1=O)(C)C ((1S, 5R)-2-(1-chloro-(E)-ethylidene)-6,6-dimethyl-bicyclo[3.1.0]hexan-3-one), [Na] (sodium), C(C)OC(CS)=O (mercapto-acetic acid ethyl ester), [Na] (sodium). The solvent is C(C)O (ethanol), C(C)O (ethanol), C(C)O (ethanol), C(C)O (ethanol). Run at temperature 30 celsius, time 1 hour. Product: CC1([C@@H]2[C@H]1CC1=C(SC(=C21)C)C(=O)O)C ((1aS,5aR)-1,1,2-Trimethyl-1,1a,5,5a-tetrahydro-3-thia-cyclopropa[a]pentalene-4-carboxylic acid). Isolated yield 66.6%. RXN SMILES: [Na].C([O:4][C:5](=[O:8])[CH2:6][SH:7])C.Cl/[C:10](=[C:12]1\[C@H:13]2[C@@H:15]([CH2:16][C:17]\1=O)[C:14]2([CH3:20])[CH3:19])/[CH3:11].[Li+].[OH-]>C(O)C>[CH3:19][C:14]1([CH3:20])[C@@H:15]2[CH2:16][C:17]3[C:12]([C@H:13]12)=[C:10]([CH3:11])[S:7][C:6]=3[C:5]([OH:4])=[O:8] |f:3.4,^1:0|. Procedure: Alternatively, (1aS,5a R)-1,1,2-trimethyl-1,1a,5,5a-tetrahydro-3-thia-cyclopropa[a]pentalene-4-carboxylic acid is also obtained by the following procedure: To a solution of sodium (2.80 g, 122 mmol) in ethanol (400 mL) a solution of mercapto-acetic acid ethyl ester (14.64 g, 122 mmol) in ethanol (40 mL) is added. The solution is stirred for 5 min before (1S, 5R)-2-(1-chloro-(E)-ethylidene)-6,6-dimethyl-bicyclo[3.1.0]hexan-3-one (15.0 g, 81.2 mmol) in ethanol (40 mL) is added dropwise. The soluti... Starting materials: CCOC(OCC)c1ccc(CN(C)C)cc1, Cl. Product: CN(C)Cc1ccc(C=O)cc1. RXN SMILES: [CH2:1]([O:3][CH:4]([O:2][CH2:15][CH3:16])[c:5]1[cH:6][cH:7][c:8]([CH2:11][N:12]([CH3:13])[CH3:14])[cH:9][cH:10]1)[CH3:17].[ClH:18]>>[O:3]=[CH:4][c:5]1[cH:6][cH:7][c:8]([CH2:11][N:12]([CH3:13])[CH3:14])[cH:9][cH:10]1. Starting materials: [BH4-], C1CCOC1, CO, [Na+], O=Cc1ccc(-n2nccn2)cc1. Yields the product OCc1ccc(-n2nccn2)cc1. RXN SMILES: [BH4-:14].[CH2:16]1[O:17][CH2:18][CH2:19][CH2:20]1.[CH3:21][OH:22].[Na+:15].[n:1]1[n:2](-[c:6]2[cH:7][cH:8][c:9]([CH:10]=[O:11])[cH:12][cH:13]2)[n:3][cH:4][cH:5]1>>[n:1]1[n:2](-[c:6]2[cH:7][cH:8][c:9]([CH2:10][OH:11])[cH:12][cH:13]2)[n:3][cH:4][cH:5]1. The reactants are CCCC[N+](CCCC)(CCCC)CCCC, [F-], C1CCOC1, CC(C)C=C(c1ccc(S(C)(=O)=O)cc1)c1cc2cc(F)cnc2n1S(=O)(=O)c1ccccc1. Product: CC(C)C=C(c1ccc(S(C)(=O)=O)cc1)c1cc2cc(F)cnc2[nH]1. RXN SMILES: [CH3:36][CH2:37][CH2:38][CH2:39][N+:40]([CH2:41][CH2:42][CH2:43][CH3:44])([CH2:45][CH2:46][CH2:47][CH3:48])[CH2:49][CH2:50][CH2:51][CH3:52].[F-:35].[O:53]1[CH2:54][CH2:55][CH2:56][CH2:57]1.[c:1]1([S:2](=[O:3])(=[O:4])[n:10]2[c:11]([C:20](=[CH:21][CH:22]([CH3:23])[CH3:24])[c:25]3[cH:26][cH:27][c:28]([S:31](=[O:32])(=[O:33])[CH3:34])[cH:29][cH:30]3)[cH:12][c:13]3[c:14]2[n:15][cH:16][c:17]([F:19])[cH:18]3)[cH:5][cH:6][cH:7][cH:8][cH:9]1>>[nH:10]1[c:11]([C:20](=[CH:21][CH:22]([CH3:23])[CH3:24])[c:25]2[cH:26][cH:27][c:28]([S:31](=[O:32])(=[O:33])[CH3:34])[cH:29][cH:30]2)[cH:12][c:13]2[c:14]1[n:15][cH:16][c:17]([F:19])[cH:18]2. Reactants: COCCO, COCCOC(=O)C1(C(=O)OCCOC)Oc2ccc(CC(C)NCC(O)c3cccc(Cl)c3)cc2O1, CCOCC, CC(Cc1ccc2c(c1)OC(C(=O)O)(C(=O)O)O2)NCC(O)c1cccc(Cl)c1, Cl. Yields the product COCCOC(=O)C1(C(=O)OCCOC)Oc2ccc(CC(C)NCC(O)c3cccc(Cl)c3)cc2O1, Cl. Reaction SMILES: [CH3:30][O:31][CH2:32][CH2:33][OH:34].[CH3:36][O:37][CH2:38][CH2:39][O:40][C:41](=[O:42])[C:43]1([C:66](=[O:67])[O:68][CH2:69][CH2:70][O:71][CH3:72])[O:44][c:45]2[c:46]([cH:48][cH:49][c:50]([CH2:52][CH:53]([CH3:54])[NH:55][CH2:56][CH:57]([OH:58])[c:59]3[cH:60][c:61]([Cl:65])[cH:62][cH:63][cH:64]3)[cH:51]2)[O:47]1.[CH3:73][CH2:74][O:75][CH2:76][CH3:77].[Cl:1][c:2]1[cH:3][c:4]([CH:5]([OH:6])[CH2:7][NH:8][CH:9]([CH3:10])[CH2:11][c:12]2[cH:13][cH:14][c:15]3[c:25]([cH:26]2)[O:24][C:17]([C:18]([OH:19])=[O:20])([C:21]([OH:22])=[O:23])[O:16]3)[cH:27][cH:28][cH:29]1.[ClH:35]>>[CH3:36][O:37][CH2:38][CH2:39][O:40][C:41](=[O:42])[C:43]1([C:66](=[O:67])[O:68][CH2:69][CH2:70][O:71][CH3:72])[O:44][c:45]2[c:46]([cH:48][cH:49][c:50]([CH2:52][CH:53]([CH3:54])[NH:55][CH2:56][CH:57]([OH:58])[c:59]3[cH:60][c:61]([Cl:65])[cH:62][cH:63][cH:64]3)[cH:51]2)[O:47]1.[ClH:1]. The reactants are ClC=1N=CNC1Cl (4,5-Dichloroimidazole), [OH-].[K+] (Potassium hydroxide), BrCC (1-bromethane), [K+].[Br-] (KBr), BrCCC1=CC2=CC=CC=C2C=C1 (2-(2-bromoethyl)naphthalene). The solvent is C(C)#N (acetonitrile). Conditions: time 0.5 hour. The product is [Br-].C(CCCCCCC)[N+]1=CN(C(=C1Cl)Cl)C1(CC2=CC=CC=C2C=C1)CC (1-octyl-3-(2-ethyl-2-naphthyl)-4,5-dichloroimidazolium bromide). Reaction SMILES: [Cl:1][C:2]1[N:3]=[CH:4][NH:5][C:6]=1[Cl:7].[OH-].[K+].[Br:10][CH2:11][CH3:12].[K+].[Br-].Br[CH2:16][CH2:17][C:18]1[CH:27]=[CH:26][C:25]2[C:20](=[CH:21][CH:22]=[CH:23][CH:24]=2)[CH:19]=1>C(#N)C>[Br-:10].[CH2:16]([N+:3]1[C:2]([Cl:1])=[C:6]([Cl:7])[N:5]([C:18]2([CH2:17][CH3:16])[CH:27]=[CH:26][C:25]3[C:20](=[CH:21][CH:22]=[CH:23][CH:24]=3)[CH2:19]2)[CH:4]=1)[CH2:17][CH2:18][CH2:19][CH2:20][CH2:21][CH2:11][CH3:12] |f:1.2,4.5,8.9|. Reported procedure: 4,5-Dichloroimidazole (1.23 g, 9 mmol) will be dissolved into acetonitrile. Potassium hydroxide (0.61 g, 9.9 mmol) will be added and the mixture will be allowed to stir for 0.5 h. 1-bromethane (9 mmol) will be added and the solution will be allowed to reflux overnight. The solution will be filtered hot to remove a white precipitate (presumed to be KBr) and 2-(2-bromoethyl)naphthalene (9 mmol) will be added and the mixture will be returned to reflux overnight. The mixture will be allowed to cool ... Starting materials: BrC1=C(C(=CC(=C1)F)Br)O (2,6-dibromo-4-fluorophenol), C([O-])([O-])=O.[K+].[K+] (potassium carbonate), CI (methyl iodide). The solvent is CC(=O)C (acetone). Run at temperature 25 celsius, time 30 minute. Yields the product BrC1=C(C(=CC(=C1)F)Br)OC (1,3-Dibromo-5-fluoro-2-methoxybenzene). Yield: 99.1%. Reaction SMILES: [Br:1][C:2]1[CH:7]=[C:6]([F:8])[CH:5]=[C:4]([Br:9])[C:3]=1[OH:10].[C:11](=O)([O-])[O-].[K+].[K+].CI>CC(C)=O>[Br:1][C:2]1[CH:7]=[C:6]([F:8])[CH:5]=[C:4]([Br:9])[C:3]=1[O:10][CH3:11] |f:1.2.3|. Procedure: To a stirred solution of 2,6-dibromo-4-fluorophenol (214.5 g, 0.794 mol) in acetone (4.3 L), potassium carbonate (120.6 g, 0.874 mol) and methyl iodide (54.4 mL, 0.874 mol) were added at room temperature. The mixture was heated to reflux for 1.5 hours cooled to 25° C. and filtered, washing the filter cake with dichloromethane (2×1.5 L). The filtrate was concentrated in vacuo at 40° C. The crude product was slurred in dichloromethane (1 L) for 30 minutes at 25° C., filtered and concentrated in va...